This data is from the Open Reaction Database (ORD), a public repository of structured organic reaction records. The task is: describe an organic reaction: reactants, conditions, products, and yield Starting materials: [H-].[K+] (potassium hydride), CON(C(=O)C(CCC1=CC=CC=C1)NC(=O)C(CC(C)C)NC(OCC1=CC=CC=C1)=O)C (benzyl 1-[1-(N-methoxy-N-methylcarbamoyl)-3-phenylpropylcarbamoyl]-3-methylbutylcarbamate), N1C=CC2=CC=CC=C12 (indole), BrC=1C=C2C=CNC2=CC1 (5-bromo-1H-indole), C(C)(C)(C)[Li] (tert-butyllithium), P(O)(O)(O)=O (phosphoric acid). Solvent: CCOCC (ether), CCOCC (ether), CCOCC (ether), CCOCC (ether). Conditions: temperature 0 celsius, time 15 minute. The product is N1C(=CC2=CC=CC=C12)C(=O)C(CCC1=CC=CC=C1)NC(=O)C(CC(C)C)NC(OCC1=CC=CC=C1)=O (benzyl 1-[1-(1H-indol-2-ylcarbonyl)-3-phenylpropylcarbamoyl]-3-methylbutylcarbamate). The yield is 32.9%. Reaction SMILES: [H-].[K+].Br[C:4]1[CH:5]=[C:6]2[C:10](=[CH:11][CH:12]=1)[NH:9][CH:8]=[CH:7]2.C([Li])(C)(C)C.N1C2C(=CC=CC=2)C=C1.CON(C)[C:30]([CH:32]([NH:41][C:42]([CH:44]([NH:49][C:50](=[O:59])[O:51][CH2:52][C:53]1[CH:58]=[CH:57][CH:56]=[CH:55][CH:54]=1)[CH2:45][CH:46]([CH3:48])[CH3:47])=[O:43])[CH2:33][CH2:34][C:35]1[CH:40]=[CH:39][CH:38]=[CH:37][CH:36]=1)=[O:31].P(=O)(O)(O)O>CCOCC>[NH:9]1[C:10]2[C:6](=[CH:5][CH:4]=[CH:12][CH:11]=2)[CH:7]=[C:8]1[C:30]([CH:32]([NH:41][C:42]([CH:44]([NH:49][C:50](=[O:59])[O:51][CH2:52][C:53]1[CH:54]=[CH:55][CH:56]=[CH:57][CH:58]=1)[CH2:45][CH:46]([CH3:48])[CH3:47])=[O:43])[CH2:33][CH2:34][C:35]1[CH:40]=[CH:39][CH:38]=[CH:37][CH:36]=1)=[O:31] |f:0.1|. Reported procedure: A mixture comprised of potassium hydride (0.29 g, 2.56 mmol, 67% in mineral oil) in anhydrous ether (5 mL) was cooled to 0° C. and then a solution comprised of 5-bromo-1H-indole (0.5 g, 2.56 mmol) in anhydrous ether (5 ml) was added. The mixture was stirred for 15 minutes and then cooled to −78° C. under nitrogen. A solution comprised of tert-butyllithium (3 mL in pentane, 5.08 mmol) in anhydrous ether (5 mL) was cooled to −78° C. and added to the indole mixture over 2 minutes. The mixture was s... As a reaction SMILES: [C:25]([CH3:26])([CH3:27])([CH3:28])[O:29][C:30](=[O:31])[N:32]1[CH2:33][CH:34]([I:36])[CH2:35]1.[I:1][c:2]1[cH:3][c:4]2[cH:5][cH:6][n:7]([S:11](=[O:12])(=[O:13])[c:14]3[cH:15][cH:16][c:17](-[c:20]4[cH:21][n:22][cH:23][o:24]4)[cH:18][cH:19]3)[c:8]2[cH:9][cH:10]1>>[c:2]1([CH:34]2[CH2:33][N:32]([C:30]([O:29][C:25]([CH3:26])([CH3:27])[CH3:28])=[O:31])[CH2:35]2)[cH:3][c:4]2[cH:5][cH:6][n:7]([S:11](=[O:12])(=[O:13])[c:14]3[cH:15][cH:16][c:17](-[c:20]4[cH:21][n:22][cH:23][o:24]4)[cH:18][cH:19]3)[c:8]2[cH:9][cH:10]1. Yields the product CC(C)(C)OC(=O)N1CC(c2ccc3c(ccn3S(=O)(=O)c3ccc(-c4cnco4)cc3)c2)C1. Reactants: CC(C)(C)OC(=O)N1CC(I)C1, O=S(=O)(c1ccc(-c2cnco2)cc1)n1ccc2cc(I)ccc21.